Task: describe an organic reaction: reactants, conditions, products, and yield. Dataset: the Open Reaction Database (ORD), a public repository of structured organic reaction records Starting materials: CC(C)(C)c1ccc(C(=O)Cl)cc1, CCCCc1ccc(C#Cc2ccc(CNc3ccc4c(c3)C(=O)OC(C)(C)O4)cc2)cc1, Cl. Product: CCCCc1ccc(C#Cc2ccc(CN(C(=O)c3ccc(C(C)(C)C)cc3)c3ccc4c(c3)C(=O)OC(C)(C)O4)cc2)cc1. As a reaction SMILES: [C:35]([CH3:36])([CH3:37])([CH3:38])[c:39]1[cH:40][cH:41][c:42]([C:43](=[O:44])[Cl:45])[cH:46][cH:47]1.[CH2:2]([CH2:3][CH2:4][CH3:5])[c:6]1[cH:7][cH:8][c:9]([C:12]#[C:13][c:14]2[cH:15][cH:16][c:17]([CH2:18][NH:19][c:20]3[cH:21][c:22]4[c:23]([cH:31][cH:32]3)[O:24][C:25]([CH3:29])([CH3:30])[O:26][C:27]4=[O:28])[cH:33][cH:34]2)[cH:10][cH:11]1.[ClH:1]>>[CH2:2]([CH2:3][CH2:4][CH3:5])[c:6]1[cH:7][cH:8][c:9]([C:12]#[C:13][c:14]2[cH:15][cH:16][c:17]([CH2:18][N:19]([c:20]3[cH:21][c:22]4[c:23]([cH:31][cH:32]3)[O:24][C:25]([CH3:29])([CH3:30])[O:26][C:27]4=[O:28])[C:43]([c:42]3[cH:41][cH:40][c:39]([C:35]([CH3:36])([CH3:37])[CH3:38])[cH:47][cH:46]3)=[O:44])[cH:33][cH:34]2)[cH:10][cH:11]1. The reactants are CO, [H][H], N#CC=Cc1cn2c3c(cccc13)CCC2. Product: N#CCCc1cn2c3c(cccc13)CCC2. Reaction SMILES: [CH3:19][OH:20].[H:17][H:18].[c:1]1([CH:13]=[CH:14][C:15]#[N:16])[cH:2][n:3]2[c:12]3[c:7]([cH:8][cH:9][cH:10][c:11]13)[CH2:6][CH2:5][CH2:4]2>>[c:1]1([CH2:13][CH2:14][C:15]#[N:16])[cH:2][n:3]2[c:12]3[c:7]([cH:8][cH:9][cH:10][c:11]13)[CH2:6][CH2:5][CH2:4]2. The reactants are CN(C1(CCC(CC1)CC(=O)N1CC(CC1)C1=CNC2=CC=CC=C12)C1=CC=C(C=C1)F)C (2-[4-dimethylamino-4-(4-fluorophenyl)cyclohexyl]-1-[3-(1H-indol-3-yl)pyrrolidine-1-yl]-ethanone), Cl[Si](C)(C)C (chlorotrimethylsilane). The solvent is CC(=O)CC (ethyl methyl ketone). Yields the product Cl.CN(C1(CCC(CC1)CC(=O)N1CC(CC1)C1=CNC2=CC=CC=C12)C1=CC=C(C=C1)F)C (2-[4-dimethylamino-4-(4-fluorophenyl)cyclohexyl]-1-[3-(1H-indol-3-yl)pyrrolidine-1-yl]-ethanone hydrochloride). Isolated yield 100.0%. Reaction SMILES: [CH3:1][N:2]([CH3:33])[C:3]1([C:26]2[CH:31]=[CH:30][C:29]([F:32])=[CH:28][CH:27]=2)[CH2:8][CH2:7][CH:6]([CH2:9][C:10]([N:12]2[CH2:16][CH2:15][CH:14]([C:17]3[C:25]4[C:20](=[CH:21][CH:22]=[CH:23][CH:24]=4)[NH:19][CH:18]=3)[CH2:13]2)=[O:11])[CH2:5][CH2:4]1.[Cl:34][Si](C)(C)C>CC(CC)=O>[ClH:34].[CH3:33][N:2]([CH3:1])[C:3]1([C:26]2[CH:27]=[CH:28][C:29]([F:32])=[CH:30][CH:31]=2)[CH2:8][CH2:7][CH:6]([CH2:9][C:10]([N:12]2[CH2:16][CH2:15][CH:14]([C:17]3[C:25]4[C:20](=[CH:21][CH:22]=[CH:23][CH:24]=4)[NH:19][CH:18]=3)[CH2:13]2)=[O:11])[CH2:5][CH2:4]1 |f:3.4|. Procedure: The non-polar diastereoisomer of 2-[4-dimethylamino-4-(4-fluorophenyl)cyclohexyl]-1-[3-(1H-indol-3-yl)pyrrolidine-1-yl]-ethanone (190 mg, 0.43 mmole) was dissolved in ethyl methyl ketone (10 ml) and chlorotrimethylsilane (0.08 ml, 0.63 mmole) was added. After a reaction time of 1.5 hours the hydrochloride was obtained in a yield of 100% (208 mg) as a colourless solid with an m.p. of 168°-173° C. (Example 40).